From a dataset of the Open Reaction Database (ORD), a public repository of structured organic reaction records. describe an organic reaction: reactants, conditions, products, and yield Reaction SMILES: [CH:1]1([NH:6][C:7]([NH2:9])=[O:8])[CH2:5][CH2:4][CH2:3][CH2:2]1.Cl[CH:11]([C:17]([C:19]([F:22])([F:21])[F:20])=O)[C:12]([O:14][CH2:15][CH3:16])=[O:13]>>[CH:1]1([NH:6][C:7]2[O:8][C:11]([C:12]([O:14][CH2:15][CH3:16])=[O:13])=[C:17]([C:19]([F:20])([F:22])[F:21])[N:9]=2)[CH2:5][CH2:4][CH2:3][CH2:2]1. Product: C1(CCCC1)NC=1OC(=C(N1)C(F)(F)F)C(=O)OCC (Ethyl 2-(cyclopentylamino)-4-(trifluoromethyl)-5-oxazolecarboxylate). Reactants: C1(CCCC1)NC(=O)N (cyclopentyl urea), ClC(C(=O)OCC)C(=O)C(F)(F)F (ethyl 2-chloro-4,4,4-trifluoroacetoacetate). Reported procedure: By the procedure of Example 4, 7.68 g (60 mmol) of cyclopentyl urea was reacted with 10.9 g (50 mmol) of ethyl 2-chloro-4,4,4-trifluoroacetoacetate at 140°-150° C. for 18 hours. The product was separated and then recrystallized from methylcyclohexane to yield 5.0 g of a white solid product (m.p.=41°-42° C.) identified in Table I. The yield is 34.2%. Reactants: CC1(CCC(C=2C=C(C=CC12)C#CC1=CC=C(C(=O)OCC)C=C1)N)C (ethyl 4-[(5,6,7,8-tetrahydro-8,8-dimethyl-5-aminonaphth-3 -yl)ethynyl]benzoate), CC1(CCC(C=2C=C(C=CC12)C#CC1=CC=C(C(=O)OCC)C=C1)N)C (Ethyl 4-[(5,6,7,8-tetrahydro-8,8-dimethyl-5-aminonaphth-3-yl)ethynyl]benzoate), Cl (HCl), [Li+].[OH-] (LiOH). Run in C1CCOC1 (THF), CO (methanol), CCOCC.CCOC(=O)C (Et2O EtOAc). The product is CC1(CCC(C=2C=C(C=CC12)C#CC1=CC=C(C(=O)O)C=C1)N)C (4- [(5,6,7,8-tetrahydro-8,8 -dimethyl-5-aminonaphth-3-yl)ethynyl]benzoic acid). Reaction SMILES: [CH3:1][C:2]1([CH3:26])[C:11]2[CH:10]=[CH:9][C:8]([C:12]#[C:13][C:14]3[CH:24]=[CH:23][C:17]([C:18]([O:20]CC)=[O:19])=[CH:16][CH:15]=3)=[CH:7][C:6]=2[CH:5]([NH2:25])[CH2:4][CH2:3]1.[Li+].[OH-].Cl>C1COCC1.CO.CCOCC.CCOC(C)=O>[CH3:1][C:2]1([CH3:26])[C:11]2[CH:10]=[CH:9][C:8]([C:12]#[C:13][C:14]3[CH:15]=[CH:16][C:17]([C:18]([OH:20])=[O:19])=[CH:23][CH:24]=3)=[CH:7][C:6]=2[CH:5]([NH2:25])[CH2:4][CH2:3]1 |f:1.2,6.7|. Procedure details: 100 mg (0.29 mmol) of ethyl 4-[(5,6,7,8-tetrahydro-8,8-dimethyl-5-aminonaphth-3 -yl)ethynyl]benzoate in a mixture of THF and methanol (Compound 56) was refluxed (2 hours) with 0.5 ml (0.5 mmol) of LiOH (1M aqueous solution). Thereafter the mixture was diluted with Et2O:EtOAc (1:1), and acidified with aqueous HCl to pH5. The organic phase was separated, washed (water and brine), dried (MgSO4) to yield the title compound. The reactants are C(#N)[BH3-].[Na+] (Sodium cyanoborohydride), C(C)(=O)O (Acetic acid), C1(CCCCC1)ON1C(CC(CC1(C)C)=O)(C)C (1-cyclohexyloxy-2,2,6,6-tetramethylpiperidin-4-one), C(CCCCCCCCCCC)N (dodecylamine). Run in O1CCCC1 (tetrahydrofuran), O1CCCC1 (tetrahydrofuran). Conditions: temperature 21 celsius, time 4 hour. Yields the product C1(CCCCC1)ON1C(CC(CC1(C)C)NCCCCCCCCCCCC)(C)C (1-Cyclohexyloxy-4-(n-dodecylamino)-2,2,6,6-tetramethylpiperidine). The yield is 81.5%. As a reaction SMILES: C(O)(=O)C.[CH:5]1([O:11][N:12]2[C:17]([CH3:19])([CH3:18])[CH2:16][C:15](=O)[CH2:14][C:13]2([CH3:22])[CH3:21])[CH2:10][CH2:9][CH2:8][CH2:7][CH2:6]1.[CH2:23]([NH2:35])[CH2:24][CH2:25][CH2:26][CH2:27][CH2:28][CH2:29][CH2:30][CH2:31][CH2:32][CH2:33][CH3:34].C([BH3-])#N.[Na+]>O1CCCC1>[CH:5]1([O:11][N:12]2[C:17]([CH3:19])([CH3:18])[CH2:16][CH:15]([NH:35][CH2:23][CH2:24][CH2:25][CH2:26][CH2:27][CH2:28][CH2:29][CH2:30][CH2:31][CH2:32][CH2:33][CH3:34])[CH2:14][C:13]2([CH3:22])[CH3:21])[CH2:10][CH2:9][CH2:8][CH2:7][CH2:6]1 |f:3.4|. Procedure: Acetic acid (22.0 g, 367 mmol) is added dropwise to a solution of 15.0 g (59.2 mmol) of 1-cyclohexyloxy-2,2,6,6-tetramethylpiperidin-4-one and 54.9 g (296 mmol) of dodecylamine in 200 ml of dry tetrahydrofuran containing 5A molecular sieves (25 g). The reaction mixture warms during the addition. The mixture is then diluted with tetrahydrofuran (150 ml) and cooled to 21° C. Sodium cyanoborohydride (4.46 g, 7.1 mmol) is added in one portion. The reaction mixture is stirred at room temperature for ... Starting materials: COC1=C(C=CC(=C1)C(CCC(=O)O)=O)C (2-methoxy-4-(3'-carboxy-1'-oxopropyl)-toluene), COC1=C(C=C(C=C1)C(CCC(=O)O)=O)C (2-methoxy-5-(3'-carboxy-1'-oxopropyl)-toluene), [Cl-].[Al+3].[Cl-].[Cl-] (aluminum chloride), [H][H] (hydrogen), S(O)(O)(=O)=O (sulfuric acid), [BH4-].[Na+] (sodium borohydride), COC1=C(C=CC=C1)C (o-methoxy toluene), C1(CCC(=O)O1)=O (succinic anhydride). The reagents and catalysts are [Pd] (palladium charcoal). The solvent is C(=S)=S (carbon disulfide), C1=CC=CC=C1 (benzene). Yields the product CC=1C=C2CCCC(C2=CC1OC)=O (6-methyl-7-methoxy-1-tetralone), CC1=C(C=C2CCCC(C2=C1)=O)OC (7-methyl-6-methoxy-1-tetralone). As a reaction SMILES: COC1C=CC=CC=1C.C1(=O)OC(=O)CC1.[Cl-].[Al+3].[Cl-].[Cl-].[CH3:21][O:22][C:23]1[CH:28]=[C:27]([C:29](=[O:35])[CH2:30][CH2:31][C:32](O)=O)[CH:26]=[CH:25][C:24]=1[CH3:36].[CH3:37][O:38][C:39]1[CH:44]=[CH:43][C:42]([C:45](=[O:51])[CH2:46][CH2:47][C:48](O)=O)=[CH:41][C:40]=1[CH3:52].[BH4-].[Na+].[H][H].S(=O)(=O)(O)O>[Pd].C1C=CC=CC=1.C(=S)=S>[CH3:36][C:24]1[CH:25]=[C:26]2[C:27](=[CH:28][C:23]=1[O:22][CH3:21])[C:29](=[O:35])[CH2:30][CH2:31][CH2:32]2.[CH3:52][C:40]1[CH:41]=[C:42]2[C:43]([CH2:48][CH2:47][CH2:46][C:45]2=[O:51])=[CH:44][C:39]=1[O:38][CH3:37] |f:2.3.4.5,8.9|. Reported procedure: A mixture of 12.2 g. of o-methoxy toluene, 20 g. of succinic anhydride, 27 g. of aluminum chloride, and 250 ml. of carbon disulfide is stirred for four hours; the mixture is poured into 500 g. of ice, and the products are isolated by extraction with benzene. The product, a mixture of 2-methoxy-4-(3'-carboxy-1'-oxopropyl)-toluene and 2-methoxy-5-(3'-carboxy-1'-oxopropyl)-toluene is reduced with sodium borohydride, hydrogenolyzed with hydrogen in the presence of palladium charcoal catalyst, cycliz... Starting materials: O=C1N(C(C2=CC=CC=C12)=O)OCC#CC1=CC(=CC=2N=C(SC21)N2C(N(CN(C2)C)CC)=O)C=2C=NC(=NC2)N2CCC(CC2)(C(=O)OCC)CC (Ethyl 1-[5-[7-[3-(1,3-dioxoisoindolin-2-yl)oxyprop-1-ynyl]-2-(3-ethyl-5-methyl-2-oxo-1,3,5-triazinan-1-yl)-1,3-benzothiazol-5-yl]pyrimidin-2-yl]-4-ethyl-piperidine-4-carboxylate), [OH-].[Na+] (sodium hydroxide), C(Cl)Cl (DCM). The solvent is CCO (EtOH), O (water), CO (MeOH). Reaction conditions: temperature 100 celsius. Product: O1N=C(CC1)C1=CC(=CC=2N=C(SC21)NC(NCC)=O)C=2C=NC(=NC2)N2CCC(CC2)(C(=O)O)CC (1-[5-[7-(4,5-Dihydroisoxazol-3-yl)-2-(ethylcarbamoylamino)-1,3-benzothiazol-5-yl]pyrimidin-2-yl]-4-ethyl-piperidine-4-carboxylic acid). RXN SMILES: O=C1C2C(=CC=CC=2)C(=O)[N:3]1[O:12][CH2:13][C:14]#[C:15][C:16]1[C:24]2[S:23][C:22]([N:25]3CN(C)C[N:27]([CH2:32][CH3:33])[C:26]3=[O:34])=[N:21][C:20]=2[CH:19]=[C:18]([C:35]2[CH:36]=[N:37][C:38]([N:41]3[CH2:46][CH2:45][C:44]([CH2:52][CH3:53])([C:47]([O:49]CC)=[O:48])[CH2:43][CH2:42]3)=[N:39][CH:40]=2)[CH:17]=1.[OH-].[Na+].C(Cl)Cl>CCO.O.CO>[O:12]1[CH2:13][CH2:14][C:15]([C:16]2[C:24]3[S:23][C:22]([NH:25][C:26](=[O:34])[NH:27][CH2:32][CH3:33])=[N:21][C:20]=3[CH:19]=[C:18]([C:35]3[CH:40]=[N:39][C:38]([N:41]4[CH2:42][CH2:43][C:44]([CH2:52][CH3:53])([C:47]([OH:49])=[O:48])[CH2:45][CH2:46]4)=[N:37][CH:36]=3)[CH:17]=2)=[N:3]1 |f:1.2|. Procedure details: Ethyl 1-[5-[7-[3-(1,3-dioxoisoindolin-2-yl)oxyprop-1-ynyl]-2-(3-ethyl-5-methyl-2-oxo-1,3,5-triazinan-1-yl)-1,3-benzothiazol-5-yl]pyrimidin-2-yl]-4-ethyl-piperidine-4-carboxylate (233 mg, 0.32 mmol) was suspended in EtOH (20 mL) and sodium hydroxide solution (10 mL, 1 M, aq) was added to give a light yellow solution. The solution was heated at 100° C. then cooled to rt after 48 h. The mixture was concentrated to dryness under reduced pressure and remaining water azeotroped with MeCN. The resultin... The reactants are [BH4-].[Na+] (sodium borohydride), C12CC(CC(CC(C1)=O)C2)=O (bicyclo[3.3.1]nonane-3,7-dione), C([O-])(O)=O.[Na+] (sodium bicarbonate). Solvent: CO (methanol). The product is C12(OC3CC(CC(C1)C3)C2)O (2-Oxa-1-adamantanol). Isolated yield 87.6%. As a reaction SMILES: [CH:1]12[CH2:10][CH:5]([CH2:6][C:7](=[O:9])[CH2:8]1)[CH2:4][C:3](=[O:11])[CH2:2]2.[BH4-].[Na+].C(=O)(O)[O-].[Na+]>CO>[C:7]12([OH:9])[CH2:8][CH:1]3[CH2:10][CH:5]([CH2:4][CH:3]([CH2:2]3)[O:11]1)[CH2:6]2 |f:1.2,3.4|. Procedure: 386.6 mg (2.54 mmoles) of bicyclo[3.3.1]nonane-3,7-dione is dissolved in 5 mL of methanol and treated with sodium borohydride (100 mg, 2.64 mmoles) at 0° C. for 2 hours. The solution is treated with 5 mL of saturated aqueous sodium bicarbonate for 1 hour at 25° C. and extracted with 3×10 mL portions of chloroform. The combined chloroform extracts are combined, dried over sodium sulfate, stripped of solvent in vacuo, and purified by column chromatography (silica, eluant=50% hexanes, 50% ethyl ace...